From a dataset of the Open Reaction Database (ORD), a public repository of structured organic reaction records. describe an organic reaction: reactants, conditions, products, and yield Reactants: NC(=O)C1(C(=O)N(c2ccccc2)c2ccc(Oc3ccnc4cc(OCc5ccccc5)ccc34)cn2)CC1, CO. The product is NC(=O)C1(C(=O)N(c2ccccc2)c2ccc(Oc3ccnc4cc(O)ccc34)cn2)CC1. As a reaction SMILES: [CH2:1]([c:2]1[cH:3][cH:4][cH:5][cH:6][cH:7]1)[O:8][c:9]1[cH:10][cH:11][c:12]2[c:13]([O:19][c:20]3[cH:21][cH:22][c:23]([N:26]([C:27](=[O:28])[C:29]4([C:32](=[O:33])[NH2:34])[CH2:30][CH2:31]4)[c:35]4[cH:36][cH:37][cH:38][cH:39][cH:40]4)[n:24][cH:25]3)[cH:14][cH:15][n:16][c:17]2[cH:18]1.[CH3:41][OH:42]>>[OH:8][c:9]1[cH:10][cH:11][c:12]2[c:13]([O:19][c:20]3[cH:21][cH:22][c:23]([N:26]([C:27](=[O:28])[C:29]4([C:32](=[O:33])[NH2:34])[CH2:30][CH2:31]4)[c:35]4[cH:36][cH:37][cH:38][cH:39][cH:40]4)[n:24][cH:25]3)[cH:14][cH:15][n:16][c:17]2[cH:18]1. Reactants: CCOC(=O)C(C)(C)Oc1ccc(O)cc1C, COCc1nc(-c2ccc(C(F)(F)F)cc2)nc(C)c1CCl. Product: CCOC(=O)C(C)(C)Oc1ccc(OCc2c(C)nc(-c3ccc(C(F)(F)F)cc3)nc2COC)cc1C. As a reaction SMILES: [CH2:1]([CH3:2])[O:3][C:4]([C:5]([CH3:6])([CH3:7])[O:8][c:9]1[c:10]([CH3:16])[cH:11][c:12]([OH:15])[cH:13][cH:14]1)=[O:17].[Cl:18][CH2:19][c:20]1[c:21]([CH2:37][O:38][CH3:39])[n:22][c:23](-[c:27]2[cH:28][cH:29][c:30]([C:33]([F:34])([F:35])[F:36])[cH:31][cH:32]2)[n:24][c:25]1[CH3:26]>>[CH2:1]([CH3:2])[O:3][C:4]([C:5]([CH3:6])([CH3:7])[O:8][c:9]1[c:10]([CH3:16])[cH:11][c:12]([O:15][CH2:19][c:20]2[c:21]([CH2:37][O:38][CH3:39])[n:22][c:23](-[c:27]3[cH:28][cH:29][c:30]([C:33]([F:34])([F:35])[F:36])[cH:31][cH:32]3)[n:24][c:25]2[CH3:26])[cH:13][cH:14]1)=[O:17]. Starting materials: [BH-](OC(=O)C)(OC(=O)C)OC(=O)C.[Na+] (NaBH(OAc)3), Cl.COC([C@@H](N)C(C)C)=O (L-valine methyl ester hydrochloride), CCN(C(C)C)C(C)C (DIEA), BrC1=CC=CC(=N1)C=O ((6-bromo-2-pyridyl)formaldehyde). Solvent: CC(=O)O (AcOH), C1(=CC=CC=C1)C (toluene). Conditions: temperature 80 celsius, time 15 hour. Yields the product BrC1=CC=CC(=N1)CNC(C(=O)OC)C(C)C (Methyl 2-[(6-bromo-2-pyridylmethyl)amino]-3-methyl-butyrate). RXN SMILES: Cl.[CH3:2][O:3][C:4](=[O:10])[C@H:5]([CH:7]([CH3:9])[CH3:8])[NH2:6].CCN(C(C)C)C(C)C.[Br:20][C:21]1[N:26]=[C:25]([CH:27]=O)[CH:24]=[CH:23][CH:22]=1.[BH-](OC(C)=O)(OC(C)=O)OC(C)=O.[Na+]>C1(C)C=CC=CC=1.CC(O)=O>[Br:20][C:21]1[N:26]=[C:25]([CH2:27][NH:6][CH:5]([CH:7]([CH3:9])[CH3:8])[C:4]([O:3][CH3:2])=[O:10])[CH:24]=[CH:23][CH:22]=1 |f:0.1,4.5|. Reported procedure: To a stirred solution of L-valine methyl ester hydrochloride (0.54 g, 3.24 mmol) in dry toluene (15 mL) at 80° C. was added DIEA (2.0 mL 11 mmol) followed by (6-bromo-2-pyridyl)formaldehyde (0.50 g, 2.70 mmol). The resulting mixture was heated at 80° C. for 3 h. The reaction was brought to RT and a solution of NaBH(OAc)3 (1.4 g, 6.75 mmol) in glacial AcOH (4 mL) was added. The resulting mixture was stirred for 15 h and concentrated by rotary evaporation. The resulting yellow oil was dissolved in... Reactants: hydrochloride salt, CC1=CC=C(C=C1)S(=O)(=O)OCC1OC2=C(C1)C=C(C=C2C2=C(C=CC=C2Cl)Cl)F ([5-fluoro-7-(2,6-dichlorophenyl)-2,3-dihydro-1-benzofuran-2-yl]methyl 4-methylbenzenesulfonate), C(CC)N (propylamine). The product is ClC1=C(C(=CC=C1)Cl)C1=CC(=CC=2CC(OC21)CNCCC)F ((±)-N-{[7-(2,6-dichlorophenyl)-5-fluoro-2,3-dihydro-1-benzofuran-2-yl]methyl}propan-1-amine). RXN SMILES: CC1C=CC(S(O[CH2:12][CH:13]2[CH2:17][C:16]3[CH:18]=[C:19]([F:30])[CH:20]=[C:21]([C:22]4[C:27]([Cl:28])=[CH:26][CH:25]=[CH:24][C:23]=4[Cl:29])[C:15]=3[O:14]2)(=O)=O)=CC=1.[CH2:31]([NH2:34])[CH2:32][CH3:33]>>[Cl:29][C:23]1[CH:24]=[CH:25][CH:26]=[C:27]([Cl:28])[C:22]=1[C:21]1[C:15]2[O:14][CH:13]([CH2:12][NH:34][CH2:31][CH2:32][CH3:33])[CH2:17][C:16]=2[CH:18]=[C:19]([F:30])[CH:20]=1. Procedure: The title compound was prepared (0.092 g, 84%) following the general procedure of Example 390 as a white solid, hydrochloride salt from (±)-([5-fluoro-7-(2,6-dichlorophenyl)-2,3-dihydro-1-benzofuran-2-yl]methyl 4-methylbenzenesulfonate (0.13 g, 0.28 mmol) and propylamine (0.165 g, 2.80 mmol). mp >250° C.